From a dataset of the Open Reaction Database (ORD), a public repository of structured organic reaction records. describe an organic reaction: reactants, conditions, products, and yield The reactants are C(C)OC1=CC=C(C=C1)O (4-ethoxyphenol), BrC[Si]1(CCC(CC1)CCCC=C)C1=CC=CC=C1 (4-bromomethyl1 -(4-pentenyl)-4-phenyl-4-silacyclohexane). The product is C(C)OC1=CC=C(C=C1)OC[Si@@H]1CC[C@H](CC1)CCCC=C (trans-4-(4-ethoxyphenyloxymethyl)-1-(4-pentenyl )-4-silacyclohexane). As a reaction SMILES: [CH2:1]([O:3][C:4]1[CH:9]=[CH:8][C:7]([OH:10])=[CH:6][CH:5]=1)[CH3:2].Br[CH2:12][Si:13]1(C2C=CC=CC=2)[CH2:18][CH2:17][CH:16]([CH2:19][CH2:20][CH2:21][CH:22]=[CH2:23])[CH2:15][CH2:14]1>>[CH2:1]([O:3][C:4]1[CH:9]=[CH:8][C:7]([O:10][CH2:12][Si@H:13]2[CH2:14][CH2:15][C@H:16]([CH2:19][CH2:20][CH2:21][CH:22]=[CH2:23])[CH2:17][CH2:18]2)=[CH:6][CH:5]=1)[CH3:2]. Reported procedure: The general procedure of Example 9 was repeated using 4-ethoxyphenol and 4-bromomethyl1 -(4-pentenyl)-4-phenyl-4-silacyclohexane, thereby obtaining the intended compound. Starting materials: C(C1=CC=CC=C1)OCC1=CN(C2=CN=C(C=C21)C(=O)NO)CC2=C(C=C(C=C2)F)F (3-Benzyloxymethyl-1-(2,4-difluorobenzyl)-N-hydroxy-1H-pyrrolo[2,3-c]pyridine-5-carboxamide), FC1(CC(OCC2=CN(C3=C2C=NC(=C3)C(=O)OCC)CC)=CC=C1F)F (ethyl 3-(3,3,4-trifluoro-phenoxymethyl)-1-ethyl-1H-pyrrolo[3,2-c]pyridine-6-carboxylate), FC=1C(=C(CC2=CN(C3=C2C=NC(=C3)C(=O)OCC)CC)C=C(C1F)F)O (ethyl 3-(3,4,5-trifluoro-2-hydroxy-benzyl)-1-ethyl-1H-pyrrolo[3,2-c]pyridine-6-carboxylate). The product is C(C)N1C=C(C=2C=NC(=CC21)C(=O)NO)CC2=C(C(=C(C(=C2)F)F)F)O (1-Ethyl-N-hydroxy 3-(3,4,5-trifluoro-2-hydroxybenzyl)-1H-pyrrolo[3,2-c]pyridine-6-carboxamide). Reaction SMILES: C(OCC1C2C(=CN=C(C([NH:21][OH:22])=O)C=2)N(CC2C=CC(F)=CC=2F)C=1)C1C=CC=CC=1.FC1(F)C(F)=CC=C(OCC2C3C=NC(C(OCC)=O)=CC=3N(CC)C=2)C1.[F:59][C:60]1[C:61]([OH:85])=[C:62]([CH:80]=[C:81]([F:84])[C:82]=1[F:83])[CH2:63][C:64]1[C:68]2[CH:69]=[N:70][C:71]([C:73]([O:75]CC)=O)=[CH:72][C:67]=2[N:66]([CH2:78][CH3:79])[CH:65]=1>>[CH2:78]([N:66]1[C:67]2[CH:72]=[C:71]([C:73]([NH:21][OH:22])=[O:75])[N:70]=[CH:69][C:68]=2[C:64]([CH2:63][C:62]2[CH:80]=[C:81]([F:84])[C:82]([F:83])=[C:60]([F:59])[C:61]=2[OH:85])=[CH:65]1)[CH3:79]. Procedure: Ethyl 3-(3,4,5-trifluoro-2-hydroxybenzyl)-1-ethyl-1H-pyrrolo[3,2-c]pyridine-6-carboxylate. The title compound can be prepared from ethyl 3-hydroxymethyl-1-ethyl-1H-pyrrolo[3,2-c]pyridine-6-carboxylate and 2,3,4-trifluorophenol using a methods similar to that set forth in Example 55. (b) 1-Ethyl-N-hydroxy 3-(3,4,5-trifluoro-2-hydroxybenzyl)-1H-pyrrolo[3,2-c]pyridine-6-carboxamide. The title compound can be prepared from a mixture of ethyl 3-(3,3,4-trifluoro-phenoxymethyl)-1-ethyl-1H-pyrrolo[3,2-c... Starting materials: Cc1ccccc1, CN(C)S(=O)(=O)Cl, [Na+], [OH-], Oc1cccc(Cl)c1. The product is CN(C)S(=O)(=O)Oc1cccc(Cl)c1. RXN SMILES: [CH3:18][c:19]1[cH:20][cH:21][cH:22][cH:23][cH:24]1.[CH3:9][N:10]([S:11](=[O:12])(=[O:13])[Cl:14])[CH3:15].[Na+:17].[OH-:16].[OH:1][c:2]1[cH:3][cH:4][cH:5][c:6]([Cl:7])[cH:8]1>>[O:1]([c:2]1[cH:3][cH:4][cH:5][c:6]([Cl:7])[cH:8]1)[S:11]([N:10]([CH3:9])[CH3:15])(=[O:12])=[O:13]. Reactants: BrC=1C(=NN(C1C=O)C)C1=CC=CC=C1 (4-bromo-1-methyl-3-phenyl-1H-pyrazole-5-carbaldehyde), C([O-])([O-])=O.[Na+].[Na+] (sodium carbonate), B1(OC(C(O1)(C)C)(C)C)C2=CCC(CC2)(C)C (4,4-(dimethylcyclohexene-1-yl)boronic acid pinacol ester), C(C)O (ethanol). Run at temperature 95 celsius. Reagents/catalysts: C1(=CC=CC=C1)P(C1=CC=CC=C1)C1=CC=CC=C1.C1(=CC=CC=C1)P(C1=CC=CC=C1)C1=CC=CC=C1.C1(=CC=CC=C1)P(C1=CC=CC=C1)C1=CC=CC=C1.C1(=CC=CC=C1)P(C1=CC=CC=C1)C1=CC=CC=C1.[Pd] (Palladium tetrakis(triphenylphosphine)). RXN SMILES: Br[C:2]1[C:3]([C:10]2[CH:15]=[CH:14][CH:13]=[CH:12][CH:11]=2)=[N:4][N:5]([CH3:9])[C:6]=1[CH:7]=[O:8].C(=O)([O-])[O-].[Na+].[Na+].B1([C:31]2[CH2:36][CH2:35][C:34]([CH3:38])([CH3:37])[CH2:33][CH:32]=2)OC(C)(C)C(C)(C)O1.C(O)C>C1(C)C=CC=CC=1.C1(P(C2C=CC=CC=2)C2C=CC=CC=2)C=CC=CC=1.C1(P(C2C=CC=CC=2)C2C=CC=CC=2)C=CC=CC=1.C1(P(C2C=CC=CC=2)C2C=CC=CC=2)C=CC=CC=1.C1(P(C2C=CC=CC=2)C2C=CC=CC=2)C=CC=CC=1.[Pd].O>[CH3:37][C:34]1([CH3:38])[CH2:35][CH2:36][C:31]([C:2]2[C:3]([C:10]3[CH:15]=[CH:14][CH:13]=[CH:12][CH:11]=3)=[N:4][N:5]([CH3:9])[C:6]=2[CH:7]=[O:8])=[CH:32][CH2:33]1 |f:1.2.3,7.8.9.10.11|. Run in C1(=CC=CC=C1)C (toluene), O (water). Yields the product CC1(CC=C(CC1)C=1C(=NN(C1C=O)C)C1=CC=CC=C1)C (4-(4,4-dimethylcyclohex-1-en-1-yl)-1-methyl-3-phenyl-1H-pyrazole-5-carbaldehyde). Procedure details: A solution of 4-bromo-1-methyl-3-phenyl-1H-pyrazole-5-carbaldehyde (1c) (150 mg, 0.57 mmol), sodium carbonate (240 mg, 2.26 mmol), and 4,4-(dimethylcyclohexene-1-yl)boronic acid pinacol ester (174 mg, 0.74 mmol) in a mixture of toluene (0.8 mL), ethanol (0.3 mL) and water (0.3 mL) was bubbled with nitrogen for 5 minutes. Palladium tetrakis(triphenylphosphine) (32.7 mg, 0.028 mmol) was added and the reaction mixture was heated at 95° C. overnight. The solution was concentrated in vacuo. Water (3 ... Yield: 80.7%. Starting materials: C(C)(C)(C)OC(NC1(CCC1)C1=CC=C(C=C1)C1=C(OC2=CC=C(C=C2C1=O)F)C1=CC=CC=C1)=O ({1-[4-(6-fluoro-4-oxo-2-phenyl-4H-chromen-3-yl)-phenyl]-cyclobutyl}-carbamic acid tert-butyl ester), FC1=CC=C2C(C(=C(OC2=C1)C1=CC=CC=C1)I)=O (7-fluoro-3-iodo-2-phenyl-chromen-4-one). Yields the product C(C)(C)(C)OC(NC1(CCC1)C1=CC=C(C=C1)C1=C(OC2=CC(=CC=C2C1=O)F)C1=CC=CC=C1)=O ({1-[4-(7-Fluoro-4-oxo-2-phenyl-4H-chromen-3-yl)-phenyl]-cyclobutyl}-carbamic acid tert-butyl ester). Yield: 95.0%. RXN SMILES: [C:1]([O:5][C:6](=[O:36])[NH:7][C:8]1([C:12]2[CH:17]=[CH:16][C:15]([C:18]3[C:27](=[O:28])[C:26]4[C:21](=[CH:22][CH:23]=[C:24](F)[CH:25]=4)[O:20][C:19]=3[C:30]3[CH:35]=[CH:34][CH:33]=[CH:32][CH:31]=3)=[CH:14][CH:13]=2)[CH2:11][CH2:10][CH2:9]1)([CH3:4])([CH3:3])[CH3:2].[F:37]C1C=C2C(C(=O)C(I)=C(C3C=CC=CC=3)O2)=CC=1>>[C:1]([O:5][C:6](=[O:36])[NH:7][C:8]1([C:12]2[CH:13]=[CH:14][C:15]([C:18]3[C:27](=[O:28])[C:26]4[C:21](=[CH:22][C:23]([F:37])=[CH:24][CH:25]=4)[O:20][C:19]=3[C:30]3[CH:35]=[CH:34][CH:33]=[CH:32][CH:31]=3)=[CH:16][CH:17]=2)[CH2:9][CH2:10][CH2:11]1)([CH3:3])([CH3:2])[CH3:4]. Procedure: Following the procedure used to prepare {1-[4-(6-fluoro-4-oxo-2-phenyl-4H-chromen-3-yl)-phenyl]-cyclobutyl}-carbamic acid tert-butyl ester, 7-fluoro-3-iodo-2-phenyl-chromen-4-one was reacted to give the title compound (46 mg, 95%) as a colourless solid. LCMS (Method A): RT=4.91 min, [M+H]+=486. Starting materials: N12C[C@@H](C(CC1)CC2)O ((R)-quinuclidin-3-ol), S1C2=C(C(=C1)C(C(=O)O)NC1=C(C=CC=C1)CC)C=CC=C2 (2-(benzo[b]thiophen-3-yl)-2-(2-ethylphenylamino)acetic acid), C=1C=CC2=C(C1)N=NN2O (HOBT), C1CCC(CC1)N=C=NC2CCCCC2 (DCC). Solvent: C1CCOC1 (THF). Run at time 30 minute. Yields the product S1C2=C(C(=C1)C(C(=O)O[C@H]1CN3CCC1CC3)NC3=C(C=CC=C3)CC)C=CC=C2 ((R)-quinuclidin-3-yl 2-(benzo[b]thiophen-3-yl)-2-(2-ethylphenylamino)acetate). Yield: 7.3%. As a reaction SMILES: [S:1]1[CH:5]=[C:4]([CH:6]([NH:10][C:11]2[CH:16]=[CH:15][CH:14]=[CH:13][C:12]=2[CH2:17][CH3:18])[C:7]([OH:9])=[O:8])[C:3]2[CH:19]=[CH:20][CH:21]=[CH:22][C:2]1=2.C1C=CC2N(O)N=NC=2C=1.C1CCC(N=C=NC2CCCCC2)CC1.[N:48]12[CH2:55][CH2:54][CH:51]([CH2:52][CH2:53]1)[C@@H:50](O)[CH2:49]2>C1COCC1>[S:1]1[CH:5]=[C:4]([CH:6]([NH:10][C:11]2[CH:16]=[CH:15][CH:14]=[CH:13][C:12]=2[CH2:17][CH3:18])[C:7]([O:9][C@@H:50]2[CH:51]3[CH2:54][CH2:55][N:48]([CH2:53][CH2:52]3)[CH2:49]2)=[O:8])[C:3]2[CH:19]=[CH:20][CH:21]=[CH:22][C:2]1=2. Procedure details: A mixture of 2-(benzo[b]thiophen-3-yl)-2-(2-ethylphenylamino)acetic acid (I43) (875 mg, 2.81 mmol), HOBT (430 mg, 2.81 mmol), and DCC (1.16 g, 5.62 mmol) in THF (28 ml) was stirred at r.t. for 30 minutes. Then (R)-quinuclidin-3-ol (715 mg, 5.62 mmol) was added, and the reaction mixture was stirred at r.t. overnight. The solvent was evaporated, and the crude product was partitioned between EtOAc and sat. Na2CO3. The organic phase was dried over sodium sulphate, filtered and evaporated to dryness.... Reactants: [BH3-]C#N, CC(=O)[O-], CO, [NH4+], [Na+], O=C1CSC=C(c2ccccc2)C1. Yields the product NC1=CC(c2ccccc2)=CSC1. RXN SMILES: [C:19](#[N:20])[BH3-:21].[CH3:15][C:16](=[O:17])[O-:18].[CH3:23][OH:24].[NH4+:14].[Na+:22].[c:1]1([C:7]2=[CH:12][S:11][CH2:10][C:9](=[O:13])[CH2:8]2)[cH:2][cH:3][cH:4][cH:5][cH:6]1>>[c:1]1([C:7]2=[CH:12][S:11][CH2:10][C:9]([NH2:20])=[CH:8]2)[cH:2][cH:3][cH:4][cH:5][cH:6]1.